Dataset: the Open Reaction Database (ORD), a public repository of structured organic reaction records. Task: describe an organic reaction: reactants, conditions, products, and yield Reactants: O=C(OCc1ccccc1)N1CCC(C2OCCO2)CC1, CO. The product is C1CC(C2OCCO2)CCN1. Reaction SMILES: [CH2:1]([O:2][C:3](=[O:4])[N:11]1[CH2:12][CH2:13][CH:14]([CH:17]2[O:18][CH2:19][CH2:20][O:21]2)[CH2:15][CH2:16]1)[c:5]1[cH:6][cH:7][cH:8][cH:9][cH:10]1.[CH3:22][OH:23]>>[NH:11]1[CH2:12][CH2:13][CH:14]([CH:17]2[O:18][CH2:19][CH2:20][O:21]2)[CH2:15][CH2:16]1.